This data is from the Open Reaction Database (ORD), a public repository of structured organic reaction records. The task is: describe an organic reaction: reactants, conditions, products, and yield Reactants: CC(C)OC(=O)/N=N/C(=O)OC(C)C (diisopropylazodicarboxylate), C1(=CC=CC=C1)P(C1=CC=CC=C1)C1=CC=CC=C1 (triphenylphosphine), OCCN1CCN(CC1)C(=O)OC(C)(C)C (tert-Butyl 4-(2-hydroxyethyl)piperazine-1-carboxylate), FC=1C=C(C=CC1F)N1S(NC2=C1C=CC=C2)(=O)=O (1-(3,4-difluorophenyl)-1,3-dihydro-2,1,3-benzothiadiazole2,2-dioxide). Run in O1CCCC1 (tetrahydrofuran). Reaction conditions: time 2 hour. The product is FC=1C=C(C=CC1F)N1S(N(C2=C1C=CC=C2)CCN2CCN(CC2)C(=O)OC(C)(C)C)(=O)=O (tert-butyl 4-{2-[3-(3,4-difluorophenyl)-2,2-dioxido-2,1,3-benzothiadiazol-1(3H)-yl]ethyl}piperazine-1-carboxylate). The yield is 78.9%. Reaction SMILES: [F:1][C:2]1[CH:3]=[C:4]([N:9]2[C:13]3[CH:14]=[CH:15][CH:16]=[CH:17][C:12]=3[NH:11][S:10]2(=[O:19])=[O:18])[CH:5]=[CH:6][C:7]=1[F:8].C1(P(C2C=CC=CC=2)C2C=CC=CC=2)C=CC=CC=1.O[CH2:40][CH2:41][N:42]1[CH2:47][CH2:46][N:45]([C:48]([O:50][C:51]([CH3:54])([CH3:53])[CH3:52])=[O:49])[CH2:44][CH2:43]1.CC(OC(/N=N/C(OC(C)C)=O)=O)C>O1CCCC1>[F:1][C:2]1[CH:3]=[C:4]([N:9]2[C:13]3[CH:14]=[CH:15][CH:16]=[CH:17][C:12]=3[N:11]([CH2:40][CH2:41][N:42]3[CH2:47][CH2:46][N:45]([C:48]([O:50][C:51]([CH3:52])([CH3:54])[CH3:53])=[O:49])[CH2:44][CH2:43]3)[S:10]2(=[O:18])=[O:19])[CH:5]=[CH:6][C:7]=1[F:8]. Procedure details: A solution of 1-(3,4-difluorophenyl)-1,3-dihydro-2,1,3-benzothiadiazole2,2-dioxide (0.29 g, 1.0 mmol) in tetrahydrofuran (10 mL) was cooled to 0° C., treated with triphenylphosphine (0.41 g, 1.5 mmol), tert-Butyl 4-(2-hydroxyethyl)piperazine-1-carboxylate (0.47 g, 2.1 mmol) were added followed by diisopropylazodicarboxylate (0.3 mL, 1.5 mmol). The reaction mixture stirred for 2 hours at ambient temperature and then was evaporated. The crude reaction product was purified by flash chromatography (... The reactants are FC1=C(C=CC(=C1F)OCCCCCCC(C(C(C(F)(F)F)(F)F)(F)F)(F)F)B(O)O (2,3-Difluoro-4-(7,7,8,8,9,9,10,10,10-nonafluoro-decyloxy)-phenylboronic Acid), C(C)OC(=O)C1=CC=C(C=C1)C1=C(C(=C(C=C1)OCCCCC(C(C(C(F)(F)F)(F)F)(F)F)(F)F)F)F (2′,3′-Difluoro-4′-(5,5,6,6,7,7,8,8,8-nonafluoro-octyloxy)-biphenyl-4-carboxylic Acid Ethyl Ester). Yields the product C(C)OC(=O)C1=CC=C(C=C1)C1=C(C(=C(C=C1)OCCCCCCC(C(C(C(F)(F)F)(F)F)(F)F)(F)F)F)F (2′,3′-Difluoro-4′-(7,7,8,8,9,9,10,10,10-nonafluoro-decyloxy)-biphenyl-4-carboxylic Acid Ethyl Ester). The yield is 88.0%. RXN SMILES: [F:1][C:2]1[C:7]([F:8])=[C:6]([O:9][CH2:10][CH2:11][CH2:12][CH2:13][CH2:14][CH2:15][C:16]([F:28])([F:27])[C:17]([F:26])([F:25])[C:18]([F:24])([F:23])[C:19]([F:22])([F:21])[F:20])[CH:5]=[CH:4][C:3]=1B(O)O.[CH2:32]([O:34][C:35]([C:37]1[CH:42]=[CH:41][C:40](C2C=CC(OCCCCC(F)(F)C(F)(F)C(F)(F)C(F)(F)F)=C(F)C=2F)=[CH:39][CH:38]=1)=[O:36])[CH3:33]>>[CH2:32]([O:34][C:35]([C:37]1[CH:42]=[CH:41][C:40]([C:3]2[CH:4]=[CH:5][C:6]([O:9][CH2:10][CH2:11][CH2:12][CH2:13][CH2:14][CH2:15][C:16]([F:28])([F:27])[C:17]([F:26])([F:25])[C:18]([F:24])([F:23])[C:19]([F:22])([F:21])[F:20])=[C:7]([F:8])[C:2]=2[F:1])=[CH:39][CH:38]=1)=[O:36])[CH3:33]. Procedure: 2′,3′-Difluoro-4′-(7,7,8,8,9,9,10,10,10-nonafluoro-decyloxy)-biphenyl-4-carboxylic acid ethyl ester (13B) was prepared from 2,3-difluoro-4-(7,7,8,8,9,9,10,10,10-nonafluoro-decyloxy)-phenylboronic acid (11B) as described in the preparation 2′,3′-difluoro-4′-(5,5,6,6,7,7,8,8,8-nonafluoro-octyloxy)-biphenyl-4-carboxylic acid ethyl ester (13A) yielding 2′,3′-difluoro-4′-(7,7,8,8,9,9,10,10,10-nonafluoro-decyloxy)-biphenyl-4-carboxylic acid ethyl ester (13B) as a white solid (88%). Reactants: O=C1N(C(C2=CC=CC=C12)=O)C(C(=O)OCC)F (ethyl 2-(1,3-dioxoisoindolin-2-yl)-2-fluoroacetate), C(C)(C)[N-]C(C)C.[Li+] (lithium diisopropylamide), C(C=C)(=O)OC(C)(C)C (t-butyl acrylate). The solvent is O1CCCC1 (tetrahydrofuran). Reaction conditions: time 30 minute. Product: O=C1N(C(C2=CC=CC=C12)=O)C(CCC(=O)OC(C)(C)C)(C(=O)OCC)F (tert-butyl 4-(1,3-dioxoisoindolin-2-yl)-4-fluoro-4-ethoxycarbonylbutanoate). RXN SMILES: [O:1]=[C:2]1[C:10]2[C:5](=[CH:6][CH:7]=[CH:8][CH:9]=2)[C:4](=[O:11])[N:3]1[CH:12]([F:18])[C:13]([O:15][CH2:16][CH3:17])=[O:14].C([N-]C(C)C)(C)C.[Li+].[C:27]([O:31][C:32]([CH3:35])([CH3:34])[CH3:33])(=[O:30])[CH:28]=[CH2:29]>O1CCCC1>[O:11]=[C:4]1[C:5]2[C:10](=[CH:9][CH:8]=[CH:7][CH:6]=2)[C:2](=[O:1])[N:3]1[C:12]([F:18])([C:13]([O:15][CH2:16][CH3:17])=[O:14])[CH2:29][CH2:28][C:27]([O:31][C:32]([CH3:35])([CH3:34])[CH3:33])=[O:30] |f:1.2|. Procedure details: To a stirred solution of ethyl 2-(1,3-dioxoisoindolin-2-yl)-2-fluoroacetate (0.80 g, 3.2 mmol) in tetrahydrofuran (30 mL) is added lithium diisopropylamide (1.7 mL, 3.4 mmol, 2M) at -78° C. After 30 minutes, t-butyl acrylate (0.42 g, 3.2 mmol) is added to the mixture which is allowed to reach room temperature. The solvent is removed in vacuo and the residue stirred with methylene chloride (50 mL) and water (30 mL) for 10 min. The organic layer is washed with brine (30 mL), and dried over sodium ... Starting materials: ClCOP(OC(C)(C)C)(OC(C)(C)C)=O (Phosphoric acid di-tert-butyl ester chloromethyl ester), crude product, O=C1C=2NC(=NC2N=C(N1CCC)C#N)C=1C=NN(C1)CC1=CC(=CC=C1)C(F)(F)F (6-Oxo-1-propyl-8-[1-(3-trifluoromethyl-benzyl)-1H-pyrazol-4-yl]-6,7-dihydro-1H-purine-2-carbonitrile), C(=O)([O-])[O-].[K+].[K+] (K2CO3), [Na+].[I-] (NaI). Solvent: CC(=O)C (acetone). Run at time 20 minute. Yields the product C(#N)C=1N(C(C=2N(C(=NC2N1)C=1C=NN(C1)CC1=CC(=CC=C1)C(F)(F)F)COP(OC(C)(C)C)(OC(C)(C)C)=O)=O)CCC (Phosphoric acid di-tert-butyl ester 2-cyano-6-oxo-1-propyl-8-[1-(3-trifluoromethyl-benzyl)-1H-pyrazol-4-yl]-1,6-dihydro-purin-7-ylmethyl ester). As a reaction SMILES: [O:1]=[C:2]1[N:10]([CH2:11][CH2:12][CH3:13])[C:9]([C:14]#[N:15])=[N:8][C:7]2[N:6]=[C:5]([C:16]3[CH:17]=[N:18][N:19]([CH2:21][C:22]4[CH:27]=[CH:26][CH:25]=[C:24]([C:28]([F:31])([F:30])[F:29])[CH:23]=4)[CH:20]=3)[NH:4][C:3]1=2.C([O-])([O-])=O.[K+].[K+].[Na+].[I-].Cl[CH2:41][O:42][P:43](=[O:54])([O:49][C:50]([CH3:53])([CH3:52])[CH3:51])[O:44][C:45]([CH3:48])([CH3:47])[CH3:46]>CC(C)=O>[C:14]([C:9]1[N:10]([CH2:11][CH2:12][CH3:13])[C:2](=[O:1])[C:3]2[N:4]([CH2:41][O:42][P:43](=[O:54])([O:49][C:50]([CH3:53])([CH3:52])[CH3:51])[O:44][C:45]([CH3:48])([CH3:46])[CH3:47])[C:5]([C:16]3[CH:17]=[N:18][N:19]([CH2:21][C:22]4[CH:27]=[CH:26][CH:25]=[C:24]([C:28]([F:31])([F:30])[F:29])[CH:23]=4)[CH:20]=3)=[N:6][C:7]=2[N:8]=1)#[N:15] |f:1.2.3,4.5|. Reported procedure: A mixture of 6-Oxo-1-propyl-8-[1-(3-trifluoromethyl-benzyl)-1H-pyrazol-4-yl]-6,7-dihydro-1H-purine-2-carbonitrile (0.5 g, 0.0012 mol), K2CO3 (0.485 g, 0.0036 mol) and acetone (10 ml) were taken and stirred for 20 minutes at room temperature. NaI (0.702 g, 0.0047 mol) was added and then Phosphoric acid di-tert-butyl ester chloromethyl ester (0.619 g, 0.0024 mol in 2 ml acetone) was added to the reaction mixture drop wise. The reaction mixture was heated at 45° C. for 16 h. The reaction mixture wa...